The task is: describe an organic reaction: reactants, conditions, products, and yield. This data is from the Open Reaction Database (ORD), a public repository of structured organic reaction records. Starting materials: C(C)(C)(C)OC(=O)N1[C@@H](CC(C1)=NOCC)C(=O)O ((2S,4EZ)-1-(tert-butoxycarbonyl)-4-(ethoxyimino)-2-pyrrolidinecarboxylic acid), O(C1=CC=CC=C1)CC(=O)Cl (phenoxyacetyl chloride), C(C1=CC=CC=C1)(C1=CC=CC=C1)N1CCNCC1 (1-benzhydrylpiperazine). Yields the product C(C)ON=C1CN([C@@H](C1)C(=O)N1CCN(CC1)C(C1=CC=CC=C1)C1=CC=CC=C1)C(COC1=CC=CC=C1)=O ((3EZ,5S)-5-[(4-benzhydryl-1-piperazinyl)carbonyl]-1-(phenoxyacetyl)-3-pyrrolidinone O-ethyloxime). As a reaction SMILES: C(O[C:6]([N:8]1[CH2:12][C:11](=[N:13][O:14][CH2:15][CH3:16])[CH2:10][C@H:9]1[C:17]([OH:19])=O)=[O:7])(C)(C)C.[O:20]([CH2:27]C(Cl)=O)[C:21]1[CH:26]=[CH:25][CH:24]=[CH:23][CH:22]=1.[CH:31]([N:44]1[CH2:49][CH2:48][NH:47][CH2:46][CH2:45]1)([C:38]1[CH:43]=[CH:42][CH:41]=[CH:40][CH:39]=1)[C:32]1[CH:37]=[CH:36][CH:35]=[CH:34][CH:33]=1>>[CH2:15]([O:14][N:13]=[C:11]1[CH2:10][C@@H:9]([C:17]([N:47]2[CH2:48][CH2:49][N:44]([CH:31]([C:32]3[CH:37]=[CH:36][CH:35]=[CH:34][CH:33]=3)[C:38]3[CH:43]=[CH:42][CH:41]=[CH:40][CH:39]=3)[CH2:45][CH2:46]2)=[O:19])[N:8]([C:6](=[O:7])[CH2:27][O:20][C:21]2[CH:22]=[CH:23][CH:24]=[CH:25][CH:26]=2)[CH2:12]1)[CH3:16]. Reported procedure: Following the general method as outlined in Example 22, starting from (2S,4EZ)-1-(tert-butoxycarbonyl)-4-(ethoxyimino)-2-pyrrolidinecarboxylic acid, phenoxyacetyl chloride, and 1-benzhydrylpiperazine the title compound was obtained in 67% purity by LC/MS. MS(ESI+): m/z=541.2.